From a dataset of the Open Reaction Database (ORD), a public repository of structured organic reaction records. describe an organic reaction: reactants, conditions, products, and yield Starting materials: ClC1=NC(N(C(=C1)C)O)=N (4-chloro-1,2-dihydro-2-imino-6-methyl-1-pyrimidinol), N1CCSCC1 (thiomorphline). The solvent is CS(=O)C (dimethyl sulfoxide). Reaction conditions: temperature 100 celsius. The product is N=C1N(C(=CC(=N1)N1CCSCC1)C)O (1,2-DIHYDRO-2-IMINO-6-METHYL-4-THIOMORPHOLINO-1-PYRIMIDINOL). Isolated yield 50.7%. RXN SMILES: Cl[C:2]1[CH:7]=[C:6]([CH3:8])[N:5]([OH:9])[C:4](=[NH:10])[N:3]=1.[NH:11]1[CH2:16][CH2:15][S:14][CH2:13][CH2:12]1>CS(C)=O>[NH:10]=[C:4]1[N:3]=[C:2]([N:11]2[CH2:16][CH2:15][S:14][CH2:13][CH2:12]2)[CH:7]=[C:6]([CH3:8])[N:5]1[OH:9]. Reported procedure: A mixture of 32 g of 4-chloro-1,2-dihydro-2-imino-6-methyl-1-pyrimidinol, 46 g of thiomorphline, and 200 ml of dimethyl sulfoxide was heated at 100°C in a nitrogen atmosphere for 17 hours. The solvent is removed under high vacuum. The residue is shaken with 5% ammonium hydroxide solution and with chloroform. The chloroform layer is washed with water, dried over sodium sulfate and the solvent removed. Trituration of the residue with ether gives 23 g of a solid mp 208°-210°C. Recrystallization fro... Reported procedure: 49.5 gram of 1-[2-(2,4-Dimethylphenylsulfanyl)-phenyl]piperazine colourless oil was dissolved in 500 mL ethyl acetate and added 18.5 mL 48%-wt HBr (aq). This addition caused formation of a thick slurry which was stirred over night at room temperature. Filtration and drying in vacuum (50° C.) over night produced the product in 29.6 gram as white solid (47%). As a reaction SMILES: [CH3:1][C:2]1[CH:7]=[C:6]([CH3:8])[CH:5]=[CH:4][C:3]=1[S:9][C:10]1[CH:15]=[CH:14][CH:13]=[CH:12][C:11]=1[N:16]1[CH2:21][CH2:20][NH:19][CH2:18][CH2:17]1.[BrH:22]>C(OCC)(=O)C>[BrH:22].[CH3:1][C:2]1[CH:7]=[C:6]([CH3:8])[CH:5]=[CH:4][C:3]=1[S:9][C:10]1[CH:15]=[CH:14][CH:13]=[CH:12][C:11]=1[N:16]1[CH2:17][CH2:18][NH:19][CH2:20][CH2:21]1 |f:3.4|. Yield: 47.0%. Solvent: C(C)(=O)OCC (ethyl acetate). The product is Br.CC1=C(C=CC(=C1)C)SC1=C(C=CC=C1)N1CCNCC1 (1-[2-(2,4-dimethylphenylsulfanyl)phenyl]piperazine-HBr). Reactants: CC1=C(C=CC(=C1)C)SC1=C(C=CC=C1)N1CCNCC1 (1-[2-(2,4-Dimethylphenylsulfanyl)-phenyl]piperazine), Br (HBr). The reactants are C1(=CC=CC=C1)C(CCC#CC)O (1-phenylhex-4-yn-1-ol), C[Si](C)(C)OS(=O)(=O)C(F)(F)F (trimethylsilyltriflate), C(=O)(O)[O-].[Na+] (NaHCO3). The solvent is ClCCl (dichloromethane), C(C)OCC (diethylether). Reaction conditions: time 1 hour. Product: FC(S(=O)(=O)O/C(/C)=C\1/C(OC(CC1)C1=CC=CC=C1)C(C)C)(F)F ((E)-1-(2-isopropyl-6-phenyl-dihydro-2H-pyran-3(4H)-ylidene)-ethyl trifluoromethanesulfonate). Isolated yield 75.0%. Reaction SMILES: [C:1]1([CH:7]([OH:13])[CH2:8][CH2:9][C:10]#[C:11][CH3:12])[CH:6]=[CH:5][CH:4]=[CH:3][CH:2]=1.C[Si]([O:18][S:19]([C:22]([F:25])([F:24])[F:23])(=[O:21])=[O:20])(C)C.C([O-])(O)=O.[Na+]>ClCCl.C(OCC)C>[F:23][C:22]([F:25])([F:24])[S:19]([O:18]/[C:11](=[C:10]1/[CH:2]([CH:1]([CH3:7])[CH3:6])[O:13][CH:7]([C:1]2[CH:6]=[CH:5][CH:4]=[CH:3][CH:2]=2)[CH2:8][CH2:9]/1)/[CH3:12])(=[O:20])=[O:21] |f:2.3|. Procedure details: In dichloromethane (3.0 mL) were dissolved 1-phenylhex-4-yn-1-ol (0.28 mmol) and isobudylaldehyde (0.34 mmol) and the solution was cooled to −78° C. before the addition of trimethylsilyltriflate (TMSOTf) (0.86 mmol) thereto. At the same temperature, the reaction solution was stirred for 1 hour, followed by slow temperature elevation to room temperature over 3 hours. Stirring was further conducted at room temperature for an additional one to two hours in the reaction solution. After the addition ... Product: COC(=O)c1ccc(CN2CCN(C)CC2)cc1. Reaction SMILES: [CH3:13][N:14]1[CH2:15][CH2:16][NH:17][CH2:18][CH2:19]1.[CH3:1][O:2][C:3]([c:4]1[cH:5][cH:6][c:7]([CH:10]=[O:11])[cH:8][cH:9]1)=[O:12].[CH3:20][OH:21].[Pt:22]>>[CH3:1][O:2][C:3]([c:4]1[cH:5][cH:6][c:7]([CH2:10][N:17]2[CH2:16][CH2:15][N:14]([CH3:13])[CH2:19][CH2:18]2)[cH:8][cH:9]1)=[O:12]. Starting materials: CN1CCNCC1, COC(=O)c1ccc(C=O)cc1, CO, [Pt]. Starting materials: C(=O)=O (carbon dioxide), O.CC=1C=C(C=C(O)C1)O (5-methylresorcinol monohydrate), C(C(O)CC(=O)O)(=O)O (malic acid), S([O-])(O)=O.[Na+] (sodium bisulfite). Solvent: S(O)(O)(=O)=O (sulfuric acid). Run at temperature 90 celsius. The product is OC1=CC(=C2C=CC(OC2=C1)=O)C (7-hydroxy-5-methylcoumarin). Yield: 62.0%. Reaction SMILES: O.[CH3:2][C:3]1[CH:4]=[C:5]([OH:10])[CH:6]=[C:7]([CH:9]=1)[OH:8].C(O)(=O)[CH:12]([CH2:14][C:15](O)=O)[OH:13].S(=O)(O)[O-].[Na+].C(=O)=O>S(=O)(=O)(O)O>[OH:8][C:7]1[CH:6]=[C:5]2[C:4]([CH:15]=[CH:14][C:12](=[O:13])[O:10]2)=[C:3]([CH3:2])[CH:9]=1 |f:0.1,3.4|. Procedure: 5-methylresorcinol monohydrate (284 gm, 2.0 mol; Aldrich) was thoroughly mixed with malic acid (280 gm, 2.10 mol; Aldrich) and then placed in a reaction flask containing sulfuric acid (600 ml) and a trace of sodium bisulfite (1.0 gm; Aldrich). The reaction mixture was heated to 90° C. while being mechanically stirred until evolution of carbon dioxide subsided (about 5 hours). The resulting reddish-orange solution was poured into sufficient ice (with vigorous stirring) to make up 1 liter. The rec... Reactants: COCCNC(CO)(C)C (2-(2-methoxyethylamino)-2-methylpropan-1-ol), CN(C)C(=[N+](C)C)ON1C2=C(C=CC=C2)N=N1.[B-](F)(F)(F)F (TBTU), CCN(C(C)C)C(C)C (DIEA), C1(CC1)COC1=C(C=CC(=N1)C(=O)O)N1CC(C1)(F)F (6-cyclopropylmethoxy-5-(3,3-difluoro-azetidin-1-yl)-pyridine-2-carboxylic acid). The product is OCC(C)(C)N(C(=O)C1=NC(=C(C=C1)N1CC(C1)(F)F)OCC1CC1)CCOC (6-Cyclopropylmethoxy-5-(3,3-difluoro-azetidin-1-yl)-pyridine-2-carboxylic acid (2-hydroxy-1,1-dimethyl-ethyl)-(2-methoxy-ethyl)-amide). As a reaction SMILES: [CH:1]1([CH2:4][O:5][C:6]2[N:11]=[C:10]([C:12]([OH:14])=O)[CH:9]=[CH:8][C:7]=2[N:15]2[CH2:18][C:17]([F:20])([F:19])[CH2:16]2)[CH2:3][CH2:2]1.[CH3:21][O:22][CH2:23][CH2:24][NH:25][C:26]([CH3:30])([CH3:29])[CH2:27][OH:28].CN(C(ON1N=NC2C=CC=CC1=2)=[N+](C)C)C.[B-](F)(F)(F)F.CCN(C(C)C)C(C)C>>[OH:28][CH2:27][C:26]([N:25]([CH2:24][CH2:23][O:22][CH3:21])[C:12]([C:10]1[CH:9]=[CH:8][C:7]([N:15]2[CH2:18][C:17]([F:20])([F:19])[CH2:16]2)=[C:6]([O:5][CH2:4][CH:1]2[CH2:2][CH2:3]2)[N:11]=1)=[O:14])([CH3:30])[CH3:29] |f:2.3|. Procedure: In analogy to the procedure described in Example 47 b), 6-cyclopropylmethoxy-5-(3,3-difluoro-azetidin-1-yl)-pyridine-2-carboxylic acid (Example 1 b)) was reacted with 2-(2-methoxyethylamino)-2-methylpropan-1-ol (CAN 1156380-97-0) in the presence of TBTU and DIEA to obtain the title compound as colorless oil; MS (EI): m/e=414.4 [MH+]. Reactants: CSc1nc(N2CCOCC2)c2sc(CN3CCOCC3)cc2n1, COCCOC, CSC, [Cu]Br, CCCC[Sn](CCCC)(CCCC)c1cncc2c1ccn2S(=O)(=O)c1ccccc1, c1ccc(P(c2ccccc2)(c2ccccc2)[Pd](P(c2ccccc2)(c2ccccc2)c2ccccc2)(P(c2ccccc2)(c2ccccc2)c2ccccc2)P(c2ccccc2)(c2ccccc2)c2ccccc2)cc1. The product is O=S(=O)(c1ccccc1)n1ccc2c(-c3nc(N4CCOCC4)c4sc(CN5CCOCC5)cc4n3)cncc21. As a reaction SMILES: [CH3:1][S:2][c:3]1[n:4][c:5]([N:19]2[CH2:20][CH2:21][O:22][CH2:23][CH2:24]2)[c:6]2[c:7]([n:8]1)[cH:9][c:10]([CH2:12][N:13]1[CH2:14][CH2:15][O:16][CH2:17][CH2:18]1)[s:11]2.[CH3:56][O:57][CH2:58][CH2:59][O:60][CH3:61].[CH3:62][S:63][CH3:64].[Cu:65][Br:66].[c:25]1([S:31](=[O:32])(=[O:33])[n:34]2[cH:35][cH:36][c:37]3[c:38]2[cH:39][n:40][cH:41][c:42]3[Sn:43]([CH2:44][CH2:45][CH2:46][CH3:47])([CH2:48][CH2:49][CH2:50][CH3:51])[CH2:52][CH2:53][CH2:54][CH3:55])[cH:26][cH:27][cH:28][cH:29][cH:30]1.[cH:67]1[cH:68][cH:69][c:70]([P:71]([Pd:72]([P:73]([c:74]2[cH:75][cH:76][cH:77][cH:78][cH:79]2)([c:80]2[cH:81][cH:82][cH:83][cH:84][cH:85]2)[c:86]2[cH:87][cH:88][cH:89][cH:90][cH:91]2)([P:92]([c:93]2[cH:94][cH:95][cH:96][cH:97][cH:98]2)([c:99]2[cH:100][cH:101][cH:102][cH:103][cH:104]2)[c:105]2[cH:106][cH:107][cH:108][cH:109][cH:110]2)[P:111]([c:112]2[cH:113][cH:114][cH:115][cH:116][cH:117]2)([c:118]2[cH:119][cH:120][cH:121][cH:122][cH:123]2)[c:124]2[cH:125][cH:126][cH:127][cH:128][cH:129]2)([c:130]2[cH:131][cH:132][cH:133][cH:134][cH:135]2)[c:136]2[cH:137][cH:138][cH:139][cH:140][cH:141]2)[cH:142][cH:143]1>>[c:3]1(-[c:42]2[c:37]3[cH:36][cH:35][n:34]([S:31]([c:25]4[cH:26][cH:27][cH:28][cH:29][cH:30]4)(=[O:32])=[O:33])[c:38]3[cH:39][n:40][cH:41]2)[n:4][c:5]([N:19]2[CH2:20][CH2:21][O:22][CH2:23][CH2:24]2)[c:6]2[c:7]([n:8]1)[cH:9][c:10]([CH2:12][N:13]1[CH2:14][CH2:15][O:16][CH2:17][CH2:18]1)[s:11]2. The reactants are COC=1C=C(CC2NCCC3=CC(=C(C=C23)OC)OC)C=CC1OC (1-(3,4-Dimethoxy-benzyl)-6,7-dimethoxy-1,2,3,4-tetrahydroisoquinoline), BrCC(=O)Br (2-bromoacetyl bromide), NC1CCC2=CC=C(C=C12)OC (1-amino-6-methoxy-indane). The product is COC=1C=C(CC2N(CCC3=CC(=C(C=C23)OC)OC)CC(=O)NC2CCC3=CC=C(C=C23)OC)C=CC1OC (2-[1-(3,4-Dimethoxy-benzyl)6,7-dimethoxy-3,4-dihydro-1H-isoquinolin-2-yl]-N-(6-methoxy-indan-1-yl)-acetamide). RXN SMILES: [CH3:1][O:2][C:3]1[CH:4]=[C:5]([CH:21]=[CH:22][C:23]=1[O:24][CH3:25])[CH2:6][CH:7]1[C:16]2[C:11](=[CH:12][C:13]([O:19][CH3:20])=[C:14]([O:17][CH3:18])[CH:15]=2)[CH2:10][CH2:9][NH:8]1.Br[CH2:27][C:28](Br)=[O:29].[NH2:31][CH:32]1[C:40]2[C:35](=[CH:36][CH:37]=[C:38]([O:41][CH3:42])[CH:39]=2)[CH2:34][CH2:33]1>>[CH3:1][O:2][C:3]1[CH:4]=[C:5]([CH:21]=[CH:22][C:23]=1[O:24][CH3:25])[CH2:6][CH:7]1[C:16]2[C:11](=[CH:12][C:13]([O:19][CH3:20])=[C:14]([O:17][CH3:18])[CH:15]=2)[CH2:10][CH2:9][N:8]1[CH2:27][C:28]([NH:31][CH:32]1[C:40]2[C:35](=[CH:36][CH:37]=[C:38]([O:41][CH3:42])[CH:39]=2)[CH2:34][CH2:33]1)=[O:29]. Procedure details: prepared by reaction of 1-(3,4-Dimethoxy-benzyl)-6,7-dimethoxy-1,2,3,4-tetrahydroisoquinoline and 2-bromoacetyl bromide with 1-amino-6-methoxy-indane The reactants are [Br-], C=C(C[n+]1ccc(SCC2=C(C(=O)OC(c3ccccc3)c3ccccc3)N3C(=O)C(NC(=O)CSc4cc(Cl)ccc4Cl)C3SC2)cc1)C(=O)O, COc1ccccc1, ClCCl, N#N, O=C(O)C(F)(F)F. The product is [Br-], C=C(C[n+]1ccc(SCC2=C(C(=O)O)N3C(=O)C(NC(=O)CSc4cc(Cl)ccc4Cl)C3SC2)cc1)C(=O)O. Reaction SMILES: [Br-:1].[C:2](=[O:3])([OH:4])[C:5]([CH2:6][n+:7]1[cH:8][cH:9][c:10]([S:13][CH2:14][C:15]2=[C:16]([C:37](=[O:38])[O:39][CH:40]([c:41]3[cH:42][cH:43][cH:44][cH:45][cH:46]3)[c:47]3[cH:48][cH:49][cH:50][cH:51][cH:52]3)[N:17]3[C:18](=[O:36])[CH:19]([NH:23][C:24]([CH2:25][S:26][c:27]4[c:28]([Cl:34])[cH:29][cH:30][c:31]([Cl:33])[cH:32]4)=[O:35])[CH:20]3[S:21][CH2:22]2)[cH:11][cH:12]1)=[CH2:53].[CH3:56][O:57][c:58]1[cH:59][cH:60][cH:61][cH:62][cH:63]1.[Cl:71][CH2:72][Cl:73].[N:54]#[N:55].[OH:64][C:65]([C:66]([F:67])([F:68])[F:69])=[O:70]>>[Br-:1].[C:2](=[O:3])([OH:4])[C:5]([CH2:6][n+:7]1[cH:8][cH:9][c:10]([S:13][CH2:14][C:15]2=[C:16]([C:37](=[O:38])[OH:39])[N:17]3[C:18](=[O:36])[CH:19]([NH:23][C:24]([CH2:25][S:26][c:27]4[c:28]([Cl:34])[cH:29][cH:30][c:31]([Cl:33])[cH:32]4)=[O:35])[CH:20]3[S:21][CH2:22]2)[cH:11][cH:12]1)=[CH2:53]. The reactants are FC1=C(C=CC=C1)C1=NC(C(NC2=C1C=C(C=C2)[N+](=O)[O-])=O)(C)C (5-(o-fluorophenyl)-1,3-dihydro-3,3-dimethyl-7-nitro-2H-1,4-benzodiazepin-2-one), ClCl (chlorine), ClCl (chlorine), ClCl (chlorine). The solvent is Cl (hydrochloric acid), C(=O)O (formic acid), ClCCCl (1,2-dichloroethane), ClCCCl (1,2-dichloroethane), ClCCCl (1,2-dichloroethane). Run at time 7 day. Product: ClC1=CC(=CC=2C(=NC(C(NC21)=O)(C)C)C2=C(C=CC=C2)F)[N+](=O)[O-] (9-chloro-5-(o-fluorophenyl)-1,3-dihydro-3,3-dimethyl-7-nitro-2H-1,4-benzodiazepin-2-one). As a reaction SMILES: [F:1][C:2]1[CH:7]=[CH:6][CH:5]=[CH:4][C:3]=1[C:8]1[C:14]2[CH:15]=[C:16]([N+:19]([O-:21])=[O:20])[CH:17]=[CH:18][C:13]=2[NH:12][C:11](=[O:22])[C:10]([CH3:24])([CH3:23])[N:9]=1.[Cl:25]Cl>Cl.C(O)=O.ClCCCl>[Cl:25][C:18]1[C:13]2[NH:12][C:11](=[O:22])[C:10]([CH3:24])([CH3:23])[N:9]=[C:8]([C:3]3[CH:4]=[CH:5][CH:6]=[CH:7][C:2]=3[F:1])[C:14]=2[CH:15]=[C:16]([N+:19]([O-:21])=[O:20])[CH:17]=1. Reported procedure: A solution of 160 g (0.49 mol) of 5-(o-fluorophenyl)-1,3-dihydro-3,3-dimethyl-7-nitro-2H-1,4-benzodiazepin-2-one in 400 ml of concentrated hydrochloric acid and 400 ml of formic acid is treated while stirring with a solution of 46 g of chlorine gas in 400 ml of 1,2-dichloroethane. The reaction mixture, which consists of two phases, is stirred at room temperature, whereby after 3 days a further 25 g of chlorine gas in 200 ml of 1,2-dichloroethane are added and after 5 days a further 5 g of chlori...